This data is from the Open Reaction Database (ORD), a public repository of structured organic reaction records. The task is: describe an organic reaction: reactants, conditions, products, and yield Reactants: CO (methanol), Cl(=O)(=O)(=O)[O-].C(C)C1(CCC[NH+]2CCC=3C(=C12)N=C1C=CC=CC13)C#N (1-ethyl-1-cyano-5.12b-didehydro-indolo(2,3-a)quinolizidinium perchlorate), [B-].[Na+] (sodium borohydrate). The solvent is C(Cl)Cl (methylene chloride). Reaction conditions: temperature 5 celsius, time 2 hour. Product: C(C)C1(CCCN2CCC3=C(C12)NC1=CC=CC=C13)C#N (1-ethyl-1-cyano-indolo(2,3-a)quinolizidine). The yield is 79.5%. RXN SMILES: CO.Cl([O-])(=O)(=O)=O.[CH2:8]([C:10]1([C:27]#[N:28])[C:19]2[NH+:14]([CH2:15][CH2:16][C:17]3[C:18]=2[N:20]=[C:21]2[C:26]=3[CH:25]=[CH:24][CH:23]=[CH:22]2)[CH2:13][CH2:12][CH2:11]1)[CH3:9].[B-].[Na+]>C(Cl)Cl>[CH2:8]([C:10]1([C:27]#[N:28])[CH:19]2[N:14]([CH2:15][CH2:16][C:17]3[C:26]4[C:21](=[CH:22][CH:23]=[CH:24][CH:25]=4)[NH:20][C:18]=32)[CH2:13][CH2:12][CH2:11]1)[CH3:9] |f:1.2,3.4|. Reported procedure: In a 1-liter round-bottomed flask there were placed 200 ml methanol, 100 ml methylene chloride and 13.5 g (0.036 mole) of the perchlorate of step (c) above. The flask was cooled to about 5° C. and 5 g of sodium borohydrate were added in small quantities. The solution was then stirred for 2 hours at room temperature, concentrated, washed with water and extracted with methylene chloride. After drying and removing the solvent, there were obtained 8 g of yellow crystals, recrystallized from isopropy... The reactants are Br.Br.C(C1=CC=CC=C1)N1CC=2CNCC2CC1 (3-Benzyl-3,8-diazabicyclo[4.3.0]non-1(6)-ene dihydrobromide), C=O (formaline). Run in C(=O)O (formic acid). The product is Br.Br.C(C1=CC=CC=C1)N1CC=2CN(CC2CC1)C (3-benzyl-8-methyl-3,8-diazabicyclo[4.3.0]non-1(6)-ene dihydrobromide). The yield is 82.0%. As a reaction SMILES: [BrH:1].Br.[CH2:3]([N:10]1[CH2:18][CH2:17][C:16]2[CH2:15][NH:14][CH2:13][C:12]=2[CH2:11]1)[C:4]1[CH:9]=[CH:8][CH:7]=[CH:6][CH:5]=1.[CH2:19]=O>C(O)=O>[BrH:1].[BrH:1].[CH2:3]([N:10]1[CH2:18][CH2:17][C:16]2[CH2:15][N:14]([CH3:19])[CH2:13][C:12]=2[CH2:11]1)[C:4]1[CH:5]=[CH:6][CH:7]=[CH:8][CH:9]=1 |f:0.1.2,5.6.7|. Reported procedure: 3-Benzyl-3,8-diazabicyclo[4.3.0]non-1(6)-ene dihydrobromide (0.75 g) was refluxed in 85% formic acid (10 ml) and 37% formaline (7 ml) for 5 hours. The solvents were removed under reduced pressure and the solid was washed with isopropanol ethylether (2:1) to give 3-benzyl-8-methyl-3,8-diazabicyclo[4.3.0]non-1(6)-ene dihydrobromide (0.64 g, yield 82%). The reactants are CC(=O)C1=C(C)Nc2cc[nH]c(=O)c2C1c1ccc(C#N)cc1, CO, [H-], CC(C)I, [Na+], CN(C)C=O. The product is CC(=O)C1=C(C)Nc2ccnc(OC(C)C)c2C1c1ccc(C#N)cc1. RXN SMILES: [C:1]([CH3:2])(=[O:3])[C:4]1=[C:5]([CH3:23])[NH:6][c:7]2[cH:8][cH:9][nH:10][c:11](=[O:22])[c:12]2[CH:13]1[c:14]1[cH:15][cH:16][c:17]([C:18]#[N:19])[cH:20][cH:21]1.[CH3:30][OH:31].[H-:24].[I:26][CH:27]([CH3:28])[CH3:29].[Na+:25].[O:32]=[CH:33][N:34]([CH3:35])[CH3:36]>>[C:1]([CH3:2])(=[O:3])[C:4]1=[C:5]([CH3:23])[NH:6][c:7]2[cH:8][cH:9][n:10][c:11]([O:22][CH:27]([CH3:28])[CH3:29])[c:12]2[CH:13]1[c:14]1[cH:15][cH:16][c:17]([C:18]#[N:19])[cH:20][cH:21]1. The reactants are Cc1cc2c(c(C)c1NC(=O)NC(C)(C)C)C(c1ccc(C(C)C)cc1)CO2, CCOC(C)=O, CCCCCC, ClC(Cl)Cl. The product is Cc1c(C=O)c2c(c(C)c1NC(=O)NC(C)(C)C)C(c1ccc(C(C)C)cc1)CO2. As a reaction SMILES: [C:1]([CH3:2])([CH3:3])([CH3:4])[NH:5][C:6](=[O:7])[NH:8][c:9]1[c:10]([CH3:28])[cH:11][c:12]2[c:13]([c:26]1[CH3:27])[CH:14]([c:17]1[cH:18][cH:19][c:20]([CH:23]([CH3:24])[CH3:25])[cH:21][cH:22]1)[CH2:15][O:16]2.[C:35]([O:36][CH2:38][CH3:39])(=[O:37])[CH3:40].[CH3:29][CH2:30][CH2:31][CH2:32][CH2:33][CH3:34].[CH:41]([Cl:42])([Cl:43])[Cl:44]>>[C:1]([CH3:2])([CH3:3])([CH3:4])[NH:5][C:6](=[O:7])[NH:8][c:9]1[c:10]([CH3:28])[c:11]([CH:35]=[O:37])[c:12]2[c:13]([c:26]1[CH3:27])[CH:14]([c:17]1[cH:18][cH:19][c:20]([CH:23]([CH3:24])[CH3:25])[cH:21][cH:22]1)[CH2:15][O:16]2.